Dataset: the Open Reaction Database (ORD), a public repository of structured organic reaction records. Task: describe an organic reaction: reactants, conditions, products, and yield The reactants are O=C(c1ncc[nH]1)c1ncc[nH]1, CCN(CC)c1ccc(-c2cc(C)cc(C(=O)O)n2)cc1, Nc1nnn[nH]1. The product is CCN(CC)c1ccc(-c2cc(C)cc(C(=O)Nc3nnn[nH]3)n2)cc1. As a reaction SMILES: [C:22]([c:23]1[nH:24][cH:25][cH:26][n:27]1)([c:28]1[nH:29][cH:30][cH:31][n:32]1)=[O:33].[CH3:1][c:2]1[cH:3][c:4]([C:19](=[O:20])[OH:21])[n:5][c:6](-[c:8]2[cH:9][cH:10][c:11]([N:14]([CH2:15][CH3:16])[CH2:17][CH3:18])[cH:12][cH:13]2)[cH:7]1.[NH2:34][c:35]1[n:36][n:37][n:38][nH:39]1>>[CH3:1][c:2]1[cH:3][c:4]([C:19](=[O:21])[NH:34][c:35]2[nH:36][n:37][n:38][n:39]2)[n:5][c:6](-[c:8]2[cH:9][cH:10][c:11]([N:14]([CH2:15][CH3:16])[CH2:17][CH3:18])[cH:12][cH:13]2)[cH:7]1. Starting materials: BrCCCCCCBr (1,6-dibromohexane), S(=O)([O-])[O-].[Na+].[Na+] (sodium sulfite). Run in O (water). Product: C(CCCCCS(=O)(=O)O)S(=O)(=O)O (hexane 1,6-disulfonic acid). Isolated yield 100.0%. Reaction SMILES: Br[CH2:2][CH2:3][CH2:4][CH2:5][CH2:6][CH2:7]Br.[S:9]([O-:12])([O-:11])=[O:10].[Na+].[Na+]>O>[CH2:2]([S:9]([OH:12])(=[O:11])=[O:10])[CH2:3][CH2:4][CH2:5][CH2:6][CH2:7][S:9]([OH:12])(=[O:11])=[O:10] |f:1.2.3|. Procedure details: 1,6-dibromohexane (25 ml, 0.16 mol) and sodium sulfite (45.5 g, 0.36 mol) in water (85 ml) were heated at reflux for 16 h. The mixture was then filtered whilst hot and the filtrate was concentrated under reduced pressure to yield the hexane 1,6-disulfonic acid (39.3 g, 0.16 mol) which was used without further purification. The diacid was ground into a fine powder and powdered phosphorus pentachloride (84 g, 0.4 mol) was added carefully. After an initial vigorous reaction, the mixture was heated ... RXN SMILES: CC(O[CH2:5][C:6]1[CH2:15][S:14][C@@H:9]2[C@H:10]([NH2:13])[C:11](=[O:12])[N:8]2[C:7]=1[C:16]([OH:18])=[O:17])=O.[SH:19][C:20]1[N:24]2[N:25]=[CH:26][CH:27]=[CH:28][C:23]2=[N:22][N:21]=1.C([O-])(O)=O.[Na+].P([O-])([O-])([O-])=O.Cl>>[NH2:13][CH:10]1[C:11](=[O:12])[N:8]2[C:7]([C:16]([OH:18])=[O:17])=[C:6]([CH2:5][S:19][C:20]3[N:24]4[N:25]=[CH:26][CH:27]=[CH:28][C:23]4=[N:22][N:21]=3)[CH2:15][S:14][C@H:9]12 |f:2.3|. Procedure: 7-ACA (1.36 g., 5 mmole) was added portionwise to a solution of 0.68 g. (4.5 mmole) of 3-mercapto-s-triazolo[4,3-b]pyridazine and 0.84 g. (10 mmole) of NaHCO3 in 20 ml. of 0.1 M pH 7.4 phosphate buffer at 40°-50° . The mixture was heated at 80°-85° for 40 min., treated with a small amount of active carbon and acidified with dil. HCl to pH 4 to precipitate 7-amino-3-(s-triazolo[4,3-b]pyridazin-3-ylthiomethyl)-3-cephem-4-carboxylic acid which was collected, washed with 20 ml. of water and dried in... Reactants: CC(=O)OCC1=C(N2[C@@H]([C@@H](C2=O)N)SC1)C(=O)O (7-ACA), P(=O)([O-])([O-])[O-] (phosphate), Cl (HCl), SC1=NN=C2N1N=CC=C2 (3-mercapto-s-triazolo[4,3-b]pyridazine), C(=O)(O)[O-].[Na+] (NaHCO3). The product is NC1[C@@H]2N(C(=C(CS2)CSC2=NN=C3N2N=CC=C3)C(=O)O)C1=O (7-Amino-3-(s-triazolo[4,3-b]pyridazin-3-ylthiomethyl)-3-cephem-4-carboxylic acid). Starting materials: CC(C)(C)C(=O)Nc1ccc(Br)cn1, [Li]CCCC, C1CCOC1, CN(C)C=O, COC(C)(C)C. The product is CC(C)(C)C(=O)Nc1ccc(C=O)cn1. Reaction SMILES: [Br:1][c:2]1[cH:3][cH:4][c:5]([NH:8][C:9]([C:10]([CH3:11])([CH3:12])[CH3:13])=[O:14])[n:6][cH:7]1.[CH2:15]([Li:16])[CH2:17][CH2:18][CH3:19].[CH2:31]1[O:32][CH2:33][CH2:34][CH2:35]1.[CH3:20][N:21]([CH:22]=[O:23])[CH3:24].[CH3:25][O:26][C:27]([CH3:28])([CH3:29])[CH3:30]>>[c:2]1([CH:22]=[O:23])[cH:3][cH:4][c:5]([NH:8][C:9]([C:10]([CH3:11])([CH3:12])[CH3:13])=[O:14])[n:6][cH:7]1. Reactants: COC(=O)C1CCC(C)c2c(-c3ccc(Cl)cc3)noc2C1, [Na+], C1COCCO1, [OH-], O. Yields the product CC1CCC(C(=O)O)Cc2onc(-c3ccc(Cl)cc3)c21. As a reaction SMILES: [Cl:1][c:2]1[cH:3][cH:4][c:5](-[c:8]2[n:9][o:10][c:11]3[c:12]2[CH:13]([CH3:22])[CH2:14][CH2:15][CH:16]([C:18](=[O:19])[O:20][CH3:21])[CH2:17]3)[cH:6][cH:7]1.[Na+:24].[O:26]1[CH2:27][CH2:28][O:29][CH2:30][CH2:31]1.[OH-:23].[OH2:25]>>[Cl:1][c:2]1[cH:3][cH:4][c:5](-[c:8]2[n:9][o:10][c:11]3[c:12]2[CH:13]([CH3:22])[CH2:14][CH2:15][CH:16]([C:18](=[O:19])[OH:20])[CH2:17]3)[cH:6][cH:7]1. Starting materials: BrC1=C(C=C(C(=C1)C)Br)C (2,5-Dibromo-p-xylene), C(#N)[Cu] (CuCN), CN(C=O)C (dimethylformamide), N (ammonia). Solvent: O (water). Reaction conditions: time 12 hour. The product is CC1=C(C#N)C=C(C(=C1)C#N)C (2,5-dimethyl-terephthalonitrile). The yield is 56.0%. As a reaction SMILES: Br[C:2]1[CH:7]=[C:6]([CH3:8])[C:5](Br)=[CH:4][C:3]=1[CH3:10].[C:11]([Cu])#[N:12].[CH3:14][N:15](C)C=O.N>O>[CH3:10][C:3]1[CH:4]=[C:5]([C:11]#[N:12])[C:6]([CH3:8])=[CH:7][C:2]=1[C:14]#[N:15]. Reported procedure: 60 g of 2,5-Dibromo-p-xylene (0.227 mole), 42.4 g of CuCN (0.568 mole) and 300 ml of dimethylformamide were added into a round-bottom flask, and then the reaction was performed at 130° C. for 12 hours. After completion of the reaction, the reaction mixture was added to the mixing solution of 300 ml of water and 300 ml of aqueous ammonia, and extracted crystal therefrom was filtered. Then, the crystal was added again to the mixing solution of 100 ml of water and 300 ml of aqueous ammonia, mixed a... Reactants: CCCCCC(=O)OC(CCCCC)CC(=O)OC(C)(C)C, NCC(=O)NC(CO)C(=O)O. The product is CCCCCC(=O)OC(CCCCC)CC(=O)NCC(=O)NC(CO)C(=O)O. Reaction SMILES: [C:1]([CH2:2][CH2:3][CH2:4][CH2:5][CH3:6])(=[O:7])[O:8][CH:9]([CH2:10][C:11]([O:13][C:12]([CH3:14])([CH3:15])[CH3:16])=[O:17])[CH2:18][CH2:19][CH2:20][CH2:21][CH3:22].[NH2:23][CH2:24][C:25](=[O:26])[NH:27][CH:28]([CH2:29][OH:30])[C:31](=[O:32])[OH:33]>>[C:1]([CH2:2][CH2:3][CH2:4][CH2:5][CH3:6])(=[O:7])[O:8][CH:9]([CH2:10][C:11](=[O:13])[NH:23][CH2:24][C:25](=[O:26])[NH:27][CH:28]([CH2:29][OH:30])[C:31](=[O:32])[OH:33])[CH2:18][CH2:19][CH2:20][CH2:21][CH3:22].